From a dataset of the Open Reaction Database (ORD), a public repository of structured organic reaction records. describe an organic reaction: reactants, conditions, products, and yield Starting materials: BrC1=CC=C(C=C1)[C@H](C)NC(C)=O ((S)—N-(1-(4-bromophenyl)ethyl)acetamid), [Li+].CCC[CH2-] (N-butyllithium), NH4CI, CN(C)C=O (DMF). The solvent is C1CCOC1 (THF). Reaction conditions: time 1 hour. Yields the product C(=O)C1=CC=C(C=C1)[C@H](C)NC(C)=O ((S)—N-(1-(4-Formylphenyl)ethyl)acetamide). RXN SMILES: Br[C:2]1[CH:7]=[CH:6][C:5]([C@@H:8]([NH:10][C:11](=[O:13])[CH3:12])[CH3:9])=[CH:4][CH:3]=1.[Li+].CCC[CH2-].CN([CH:22]=[O:23])C>C1COCC1>[CH:22]([C:2]1[CH:7]=[CH:6][C:5]([C@@H:8]([NH:10][C:11](=[O:13])[CH3:12])[CH3:9])=[CH:4][CH:3]=1)=[O:23] |f:1.2|. Procedure details: To 20.0 g (74.3 mmol) (S)—N-(1-(4-bromophenyl)ethyl)acetamid (WO 2012/01107) in 300 mL THF are added dropwise 75.0 mL (187 mmol)N-butyllithium (2.5 M in THF) at −78° C. and stirred for 1 h. 10.0 mL (124 mmol) DMF are added dropwise to the mixture at −78° C. and stirred for 2 h. After that aq. NH4CI solution is added and extracted with EtOAc. The organic layer is dried over Na2SO4, filtered and concentrated by evaporation. The residue is purified by column chromatography (silica gel, MeOH:DCM). Starting materials: Cl.NC1(CCC1)C1=CC=C(C=C1)C=1C(C=2C(=C(N=CC2)OC)OC1C1=CC=CC=C1)=O (3-[4-(1-amino-cyclobutyl)-phenyl]-8-methoxy-2-phenyl-pyrano[2,3-c]pyridin-4-one hydrochloride), [OH-].[Na+] (sodium hydroxide), CO (MeOH), O (water). Run in Br (hydrogen bromide), CC(=O)O (AcOH). The product is Cl.NC1(CCC1)C1=CC=C(C=C1)C=1C(C2=C(C(NC=C2)=O)OC1C1=CC=CC=C1)=O (3-[4-(1-Amino-cyclobutyl)-phenyl]-2-phenyl-7H-pyrano[2,3-c]pyridine-4,8-dione hydrochloride). Yield: 70.3%. RXN SMILES: [ClH:1].[NH2:2][C:3]1([C:7]2[CH:12]=[CH:11][C:10]([C:13]3[C:14](=[O:31])[C:15]4[C:16]([O:23][C:24]=3[C:25]3[CH:30]=[CH:29][CH:28]=[CH:27][CH:26]=3)=[C:17]([O:21]C)[N:18]=[CH:19][CH:20]=4)=[CH:9][CH:8]=2)[CH2:6][CH2:5][CH2:4]1.CO.O.[OH-].[Na+]>Br.CC(O)=O>[ClH:1].[NH2:2][C:3]1([C:7]2[CH:8]=[CH:9][C:10]([C:13]3[C:14](=[O:31])[C:15]4[CH:20]=[CH:19][NH:18][C:17](=[O:21])[C:16]=4[O:23][C:24]=3[C:25]3[CH:26]=[CH:27][CH:28]=[CH:29][CH:30]=3)=[CH:11][CH:12]=2)[CH2:6][CH2:5][CH2:4]1 |f:0.1,4.5,8.9|. Procedure: A solution of 3-[4-(1-amino-cyclobutyl)-phenyl]-8-methoxy-2-phenyl-pyrano[2,3-c]pyridin-4-one hydrochloride (22 mg, 0.051 mmol) in 33% hydrogen bromide solution in AcOH (0.5 mL) was heated in a microwave oven at 100° C. for 30 min. The reaction mixture was added to a mixture of MeOH (3 mL) and water (3 mL), the pH adjusted to ˜4 by addition of aqueous sodium hydroxide, and chromatographed on a 5 g C18 cartridge {gradient 35 to 70% MeOH in water+1 M HCl (0.12 mL in each 10 mL of eluent)}. Fractio...